From a dataset of the Open Reaction Database (ORD), a public repository of structured organic reaction records. describe an organic reaction: reactants, conditions, products, and yield The reactants are C(C#C)Br (propargyl bromide), lower alkyl ester, O=C1C(CCC1)C(=O)O (2-oxocyclopentanecarboxylic acid). Yields the product lower alkyl ester, C(C#C)C1(C(CCC1)=O)C(=O)O (1-(2-propynyl)-2-oxocyclopentanecarboxylic acid). Reaction SMILES: [O:1]=[C:2]1[CH2:6][CH2:5][CH2:4][CH:3]1[C:7]([OH:9])=[O:8].[CH2:10](Br)[C:11]#[CH:12]>>[CH2:12]([C:3]1([C:7]([OH:9])=[O:8])[CH2:4][CH2:5][CH2:6][C:2]1=[O:1])[C:11]#[CH:10]. Procedure: Alternatively, a lower alkyl ester of 2-oxocyclopentanecarboxylic acid can be condensed with e.g. propargyl bromide to yield the lower alkyl ester of 1-(2-propynyl)-2-oxocyclopentanecarboxylic acid which is then reacted as described above to yield the corresponding ester of 4-(3-cyanopropyl)-6-heptynoic acid which is then reacted with 3-bromopyridine under conditions of the modified Heck reaction as described by D. E. Ames et al., Synthesis 1981, 364, to yield the ester of 4-(3-cyanopropyl)-7-(3... The reactants are OCC1(COC2=C(OC1)C=CC=C2)O (3-(hydroxymethyl)-3,4-dihydro-2H-1,5-benzodioxepin-3-ol), NaIO4. Solvent: C1CCOC1 (THF), O (water), C1CCOC1 (THF), O (water). Run at time 1.5 hour. Yields the product O1CC(COC2=C1C=CC=C2)=O (2H-1,5-benzodioxepin-3(4H)-one). Isolated yield 62.0%. As a reaction SMILES: OC[C:3]1([OH:14])[CH2:9][O:8][C:7]2[CH:10]=[CH:11][CH:12]=[CH:13][C:6]=2[O:5][CH2:4]1>C1COCC1.O>[O:5]1[C:6]2[CH:13]=[CH:12][CH:11]=[CH:10][C:7]=2[O:8][CH2:9][C:3](=[O:14])[CH2:4]1. Procedure details: A solution of Example 280B (5.29 g, 27 mmol) in THF (50 mL) was treated with a suspension of NaIO4 (6.33 g, 30 mmol) in water (10 ml) and THF (50 mL), then stirred at rt for 1.5 h. Diluted with water, extracted twice with ether. The combined organics were washed with brine, dried (MgSO4), filtered and concentrated. The residue was suspended in ether, filtered and the filtrate was concentrated to give 2.75 g (55%) of the title compound as a yellow oil. The reactants are [OH-].[Na+] (NaOH), [N+](=O)([O-])C=1C=CC(=C(C1)OC)S(=O)(=O)C1=CC=NC=C1 (5-nitro-2-(4-pyridylsulfonyl)anisole), stannous chloride, ice water. Solvent: C(C)O (ethanol). Yields the product COC=1C=C(C=CC1S(=O)(=O)C1=CC=NC=C1)N (3-Methoxy-4-(4-pyridylsulfonyl)benzeneamine). Yield: 82.7%. Reaction SMILES: [N+:1]([C:4]1[CH:5]=[CH:6][C:7]([S:12]([C:15]2[CH:20]=[CH:19][N:18]=[CH:17][CH:16]=2)(=[O:14])=[O:13])=[C:8]([O:10][CH3:11])[CH:9]=1)([O-])=O.[OH-].[Na+]>C(O)C>[CH3:11][O:10][C:8]1[CH:9]=[C:4]([NH2:1])[CH:5]=[CH:6][C:7]=1[S:12]([C:15]1[CH:20]=[CH:19][N:18]=[CH:17][CH:16]=1)(=[O:13])=[O:14] |f:1.2|. Reported procedure: A stirred solution of 5-nitro-2-(4-pyridylsulfonyl)anisole (3.00 g, 10.2 mmol) and stannous chloride dehydrate (11.49 g, 51.0 mmol) in absolute ethanol (35 mL) was heated at reflux for 1 hour. The reaction mixture was poured into ice water, and the aqueous solution basified with 15% NaOH and extracted with ethyl acetate (2×200 mL). The combined organic portions were dried (MgSO4) and the solvent removed in vacuo to yield the title benzeneamine as a pale yellow solid (2.23 g, 83%); mp 150°-152° C... The reactants are C(C)(C)(C)C1=C(C=C(C=C1)[N+](=O)[O-])C1=CC=[N+](C=C1)C (4-(2-tert-butyl-5-nitrophenyl)-1-methylpyridinium), [BH4-].[Na+] (NaBH4), [BH4-].[Na+] (NaBH4), [NH4+].[Cl-] (NH4Cl). Reagents/catalysts: [Fe] (iron). Solvent: O.CCO (H2O EtOH). Conditions: time 30 minute. The product is C(C)(C)(C)C1=C(C=C(N)C=C1)C=1CCN(CC1)C (4-tert-butyl-3-(1-methyl-1,2,3,6-tetrahydropyridin-4-yl)aniline). RXN SMILES: [C:1]([C:5]1[CH:10]=[CH:9][C:8]([N+:11]([O-])=O)=[CH:7][C:6]=1[C:14]1[CH:19]=[CH:18][N+:17]([CH3:20])=[CH:16][CH:15]=1)([CH3:4])([CH3:3])[CH3:2].[NH4+].[Cl-].[BH4-].[Na+]>O.CCO.[Fe]>[C:1]([C:5]1[CH:10]=[CH:9][C:8]([NH2:11])=[CH:7][C:6]=1[C:14]1[CH2:19][CH2:18][N:17]([CH3:20])[CH2:16][CH:15]=1)([CH3:4])([CH3:2])[CH3:3] |f:1.2,3.4,5.6|. Reported procedure: 4-(2-tert-Butyl-5-nitrophenyl)-1-methylpyridinium (2.1 g, 7.8 mmol, Step C) was added to a 100 mL round-bottom flask and dissolved in a 10% H2O/EtOH mixture. To the flask iron dust (1.31 g, 23.4 mmol) and NH4Cl (460 mg, 8.6 mmol) were added. The flask was placed in a 100° C. sand bath and heated to reflux. After 2 h the solution was cooled to RT and filtered through a pad of Celite®. The resulting solution was concentrated in vacuo to a yellow solid and re-dissolved in MeOH (20 mL, anhydrous). T... Starting materials: COC(C1=CC(=CC=C1)Br)=O (methyl-3-bromobenzoate), C(C)C=1C(=NC=C(C1)Br)C(=O)O (ethyl-5-bromo-2-carboxypyridine), C(C)[Mg]Br (ethyl magnesium bromide), C(C)(=O)OC1=C(C=C(C=C1)Br)C (methyl-4-bromophenyl acetate), C(C)C=1C(=NC=C(C1)Br)C(=O)O (ethyl-5-bromo-2-carboxypyridine). The solvent is C(Cl)Cl (methylene chloride). Product: BrC=1C=CC(=NC1)C(CC)(CC)O (3-(5-Bromo-pyridin-2-yl)-pentan-3-ol). Reaction SMILES: CO[C:3](=O)[C:4]1C=CC=C(Br)C=1.[C:12](OC1C=CC(Br)=CC=1C)(=O)[CH3:13].C([C:26]1[C:27]([C:33]([OH:35])=O)=[N:28][CH:29]=[C:30]([Br:32])[CH:31]=1)C.C([Mg]Br)C>C(Cl)Cl>[Br:32][C:30]1[CH:31]=[CH:26][C:27]([C:33]([OH:35])([CH2:12][CH3:13])[CH2:3][CH3:4])=[N:28][CH:29]=1. Procedure details: The title compounds were prepared using methyl-3-bromobenzoate, methyl-4-bromophenyl acetate, ethyl-5-bromo-2-carboxypyridine or ethyl-5-bromo-2-carboxypyridine and ethyl magnesium bromide with methylene chloride as solvent, respectively, but otherwise followed the procedure detailed for Preparation 36. Reactants: C(C)OC(C1=CC(=NC(=C1)C)CC)=O (2-ethyl-6-methyl-isonicotinic acid ethyl ester), tert.-butyl ester, N (NH3). The solvent is CO (methanol). Reaction conditions: temperature 60 celsius, time 20 hour. Product: C(C)C=1C=C(C(=O)N)C=C(N1)C (2-ethyl-6-methyl-isonicotinamide). Reaction SMILES: C([O:3][C:4](=O)[C:5]1[CH:10]=[C:9]([CH3:11])[N:8]=[C:7]([CH2:12][CH3:13])[CH:6]=1)C.[NH3:15]>CO>[CH2:12]([C:7]1[CH:6]=[C:5]([CH:10]=[C:9]([CH3:11])[N:8]=1)[C:4]([NH2:15])=[O:3])[CH3:13]. Reported procedure: A solution of 2-ethyl-6-methyl-isonicotinic acid ethyl ester (3.90 g, 20.2 mmol, prepared in analogy to the corresponding tert.-butyl ester) in 7 N NH3 in methanol (50 mL) is stirred in a sealed vessel at 60° C. for 20 h. The solvent is evaporated and the residue is suspended in diethyl ether. The solid material is collected, washed with additional diethyl ether and dried under HV to give 2-ethyl-6-methyl-isonicotinamide (2.85 g) as a white powder; LC-MS: tR=0.26 min, [M+1]+=165.05; 1H NMR (D6-D...